From a dataset of the Open Reaction Database (ORD), a public repository of structured organic reaction records. describe an organic reaction: reactants, conditions, products, and yield The reactants are C1(=CC=CC=C1)S(=O)(=O)N1C(=CC=2C1=NC=CC2)C(=CC2CCCC2)OS(=O)(=O)C2=CC=C(C=C2)C (toluene-4-sulfonic acid-1-(1-benzenesulfonyl-1H-pyrrolo[2,3-b]pyridin-2-yl)-2-cyclopentyl-vinyl ester), CS(=O)(=O)NC1=CC=C(C=C1)B1OC(C)(C)C(C)(C)O1 (4-(methanesulfonylamino)phenyl boronic acid pinacol ester), C([O-])([O-])=O.[Na+].[Na+] (sodium carbonate). Reagents/catalysts: Cl[Pd]([P](C1=CC=CC=C1)(C2=CC=CC=C2)C3=CC=CC=C3)([P](C4=CC=CC=C4)(C5=CC=CC=C5)C6=CC=CC=C6)Cl (dichlorobis(triphenylphosphine)palladium). The solvent is C(C)(=O)OCC (ethyl acetate), O1CCOCC1 (dioxane). Product: C1(=CC=CC=C1)S(=O)(=O)N1C(=CC=2C1=NC=CC2)C(=CC2CCCC2)C2=CC=C(C=C2)NS(=O)(=O)C (N-{4-[1-(1-benzenesulfonyl-1H-pyrrolo[2,3-b]pyridin-2-yl)-2-cyclopentyl-vinyl]-phenyl}-methanesulfonamide). Isolated yield 89.0%. RXN SMILES: [C:1]1([S:7]([N:10]2[C:14]3=[N:15][CH:16]=[CH:17][CH:18]=[C:13]3[CH:12]=[C:11]2[C:19](OS(C2C=CC(C)=CC=2)(=O)=O)=[CH:20][CH:21]2[CH2:25][CH2:24][CH2:23][CH2:22]2)(=[O:9])=[O:8])[CH:6]=[CH:5][CH:4]=[CH:3][CH:2]=1.[CH3:37][S:38]([NH:41][C:42]1[CH:47]=[CH:46][C:45](B2OC(C)(C)C(C)(C)O2)=[CH:44][CH:43]=1)(=[O:40])=[O:39].C(=O)([O-])[O-].[Na+].[Na+]>O1CCOCC1.C(OCC)(=O)C.Cl[Pd](Cl)([P](C1C=CC=CC=1)(C1C=CC=CC=1)C1C=CC=CC=1)[P](C1C=CC=CC=1)(C1C=CC=CC=1)C1C=CC=CC=1>[C:1]1([S:7]([N:10]2[C:14]3=[N:15][CH:16]=[CH:17][CH:18]=[C:13]3[CH:12]=[C:11]2[C:19]([C:45]2[CH:44]=[CH:43][C:42]([NH:41][S:38]([CH3:37])(=[O:39])=[O:40])=[CH:47][CH:46]=2)=[CH:20][CH:21]2[CH2:22][CH2:23][CH2:24][CH2:25]2)(=[O:9])=[O:8])[CH:6]=[CH:5][CH:4]=[CH:3][CH:2]=1 |f:2.3.4,^1:77,96|. Procedure details: To a mixture of toluene-4-sulfonic acid-1-(1-benzenesulfonyl-1H-pyrrolo[2,3-b]pyridin-2-yl)-2-cyclopentyl-vinyl ester (prepared as in Example 43, 0.15 g, 0.28 mmol), 4-(methanesulfonylamino)phenyl boronic acid pinacol ester (0.21 g, 0.72 mmol) and dichlorobis(triphenylphosphine)palladium (II) (21 mg, 0.03 mmol) in dioxane (3 mL) was added an aqueous sodium carbonate solution (2 M, 0.36 mL). The resulting mixture was subjected to microwave irradiation for 2 h at 100° C. The mixture was diluted wi... The reactants are compound 6, OC=1C=C2C=CC=NC2=CC1 (6-hydroxyquinoline), O1C=NC2=C1C=CC=C2 (benzoxazole). The product is O1C(C1)COC=1C=C2C=CC=NC2=CC1 (6-(oxiran-2-ylmethoxy)quinoline). RXN SMILES: [OH:1][C:2]1[CH:3]=[C:4]2[C:9](=[CH:10][CH:11]=1)[N:8]=[CH:7][CH:6]=[CH:5]2.[O:12]1[C:16]2[CH:17]=[CH:18]C=CC=2N=C1>>[O:12]1[CH2:16][CH:17]1[CH2:18][O:1][C:2]1[CH:3]=[C:4]2[C:9](=[CH:10][CH:11]=1)[N:8]=[CH:7][CH:6]=[CH:5]2. Reported procedure: Compound 79 was prepared in the manner of compound 6 substituting 6-hydroxyquinoline for compound 8 in part C-5 of Example 1. The reactants are [OH-].[K+] (potassium hydroxide), CC(C(=O)O)=C(C)C1=CC=C(C=C1)OCCCCO (Methyl 3-[4-(4-Hydroxybutyloxy)phenyl]-2-butenic Acid), Cl (hydrochloric acid). The solvent is CO (methanol). Product: OCCCCOC1=CC=C(C=C1)C(=CC(=O)O)C (3-[4-(4-Hydroxybutyloxy)phenyl]-2-butenic Acid). Isolated yield 86.9%. RXN SMILES: C[C:2](=[C:6]([C:8]1[CH:13]=[CH:12][C:11]([O:14][CH2:15][CH2:16][CH2:17][CH2:18][OH:19])=[CH:10][CH:9]=1)[CH3:7])[C:3]([OH:5])=[O:4].[OH-].[K+].Cl>CO>[OH:19][CH2:18][CH2:17][CH2:16][CH2:15][O:14][C:11]1[CH:10]=[CH:9][C:8]([C:6]([CH3:7])=[CH:2][C:3]([OH:5])=[O:4])=[CH:13][CH:12]=1 |f:1.2|. Procedure: In a 300 ml three neck distillation flask, the compound prepared above in (6b) (20.4 g, 77.2 mmol) and methanol (50 ml) were placed. To the flask, aqueous solution (30 ml) of potassium hydroxide (8.66 g, 154 mmol) was dropwise added. After the mixture was refluxed for 2 hours, dilute hydrochloric acid was added to precipitate crystalline product. The product was collected by filtration, and recrystallized from acetonitrile to obtain the titled compounds (16.8 g, yield: 87%). The reactants are O=C(Cl)CCl, Cl, NOC(c1ccccc1)c1ccccc1. Product: O=C(CCl)NOC(c1ccccc1)c1ccccc1. Reaction SMILES: [Cl:17][CH2:18][C:19](=[O:20])[Cl:21].[ClH:1].[c:2]1([CH:8]([O:9][NH2:10])[c:11]2[cH:12][cH:13][cH:14][cH:15][cH:16]2)[cH:3][cH:4][cH:5][cH:6][cH:7]1>>[c:2]1([CH:8]([O:9][NH:10][C:19]([CH2:18][Cl:17])=[O:20])[c:11]2[cH:12][cH:13][cH:14][cH:15][cH:16]2)[cH:3][cH:4][cH:5][cH:6][cH:7]1. Reactants: C(C)(C)(C)[Si](Cl)(C)C (t-butyldimethylchlorosilane), CO[C@@H]1[C@H]([C@@H]([C@H](C(O1)CO)O)O)O (methyl glucoside), O([C@@H]1C[C@@H](O)[C@H](O)[C@H](O1)CO)C (Methyl 2-deoxy-α-D-glucopyranoside), N1C=NC=C1 (imidazole), C(C)(=O)N[C@H]1[C@H](OC)O[C@@H]([C@H]([C@@H]1O)O)CO (Methyl 2-acetamido-2-deoxy-β-D-glucopyranoside). The solvent is CN(C)C=O (DMF). Yields the product C(C)(C)(C)OC[C@@H]1[C@H]([C@@H]([C@H]([C@@](OC)(O1)C)C)O)O (Methyl 2-deoxy-6-O-t--butyldimethyl-αD-glucopyranoside). As a reaction SMILES: [CH3:1][O:2][C@H:3]1[O:8][CH:7]([CH2:9][OH:10])[C@H:6]([OH:11])[C@@H:5]([OH:12])[C@@H:4]1O.O(C)[C@H]1O[C@H](CO)[C@@H](O)[C@H](O)C1.C(N[C@@H]1[C@@H](O)[C@H](O)[C@@H](CO)O[C@H]1OC)(=O)C.[C:42]([Si](C)(C)Cl)([CH3:45])([CH3:44])[CH3:43].N1[CH:54]=[CH:53]N=C1>CN(C=O)C>[C:42]([O:10][CH2:9][C@H:7]1[O:8][C@:3]([CH3:4])([O:2][CH3:1])[C@H:53]([CH3:54])[C@@H:5]([OH:12])[C@@H:6]1[OH:11])([CH3:45])([CH3:44])[CH3:43]. Procedure: This compound was prepared from the corresponding methyl glucoside, Methyl 2-deoxy-α-D-glucopyranoside. (Carbohydrates, Ed. Collins, P. M., Chapman and Hall, New York, 1987, p. 352) by treatment with t-butyldimethylchlorosilane in DMF and imidazole. 1H NMR δ4.73 (d, 1, J=3 Hz), 3.85-3.78 (m, 4), 3.55-3.46 (m, 2), 3.35 (m, 1), 3.29 (s, 3), 2.05 (m, 1), 1.61 (m, 1), 0.88 (m, 9), 0.07 (m, 6). Starting materials: ClC=1C(C2=CC=CC(=C2C(C1Cl)=O)[N+](=O)[O-])=O (2,3-dichloro-5-nitro-1,4-naphthoquinone), C[O-].[Na+] (sodium methoxide), C(C)(=O)O (Acetic acid). Run in O1CCCC1 (tetrahydrofuran). Conditions: time 16 hour. The product is COC=1C(C2=CC=CC(=C2C(C1OC)=O)[N+](=O)[O-])=O (2,3-Dimethoxy-5-nitro-1,4-naphthoquinone). RXN SMILES: Cl[C:2]1[C:3](=[O:17])[C:4]2[C:9]([C:10](=[O:13])[C:11]=1Cl)=[C:8]([N+:14]([O-:16])=[O:15])[CH:7]=[CH:6][CH:5]=2.[CH3:18][O-:19].[Na+].[C:21]([OH:24])(=O)C>O1CCCC1>[CH3:18][O:19][C:2]1[C:3](=[O:17])[C:4]2[C:9]([C:10](=[O:13])[C:11]=1[O:24][CH3:21])=[C:8]([N+:14]([O-:16])=[O:15])[CH:7]=[CH:6][CH:5]=2 |f:1.2|. Procedure: A solution of 2,3-dichloro-5-nitro-1,4-naphthoquinone (8, 2.72 g, 10 mmol) in anhydrous tetrahydrofuran (15 ml) is added to a solution of 1 N sodium methoxide (25 ml, 25 mmol) and the resulting solution stored at 22° for 16 hours. Acetic acid (1 ml) is then added, the solution concentrated in vacuo and the residue partitioned between water (50 ml) and chloroform (100 ml). The aqueous phase is further extracted with chloroform (2×50 ml). The combined chloroform extracts are dried with MgSO4 and c...